This data is from the Open Reaction Database (ORD), a public repository of structured organic reaction records. The task is: describe an organic reaction: reactants, conditions, products, and yield Starting materials: CC(C)(C)N1N=CC(=C1O)C(C1=C(C(=C(C=C1)S(=O)(=O)C)I)C)=O (1-(1,1-dimethylethyl)-5-hydroxy-4-(3-iodo-2-methyl-4-methylsulfonylbenzoyl)pyrazole), C(C)OC1=CC=C(C=C1)B(O)O (4-ethoxyphenylboronic acid), C([O-])([O-])=O.[K+].[K+] (potassium carbonate), C1(=C(C=CC=C1)P(C1=C(C=CC=C1)C)C1=C(C=CC=C1)C)C (tri-o-tolylphosphine). The reagents and catalysts are C(C)(=O)[O-].[Pd+2].C(C)(=O)[O-] (palladium(II) acetate). Run in O (water), O (water), C(C)#N (acetonitrile). Reaction conditions: time 15 minute. Yields the product CC(C)(C)N1N=CC(=C1O)C(C1=C(C(=C(C=C1)S(=O)(=O)C)C1=CC=C(C=C1)OCC)C)=O (1-(1,1-dimethylethyl)-5-hydroxy-4-(2-methyl-4-methylsulfonyl-3-(4-ethoxyphenyl)benzoyl)pyrazole). Reaction SMILES: [CH3:1][C:2]([N:5]1[C:9]([OH:10])=[C:8]([C:11](=[O:24])[C:12]2[CH:17]=[CH:16][C:15]([S:18]([CH3:21])(=[O:20])=[O:19])=[C:14](I)[C:13]=2[CH3:23])[CH:7]=[N:6]1)([CH3:4])[CH3:3].[CH2:25]([O:27][C:28]1[CH:33]=[CH:32][C:31](B(O)O)=[CH:30][CH:29]=1)[CH3:26].C(=O)([O-])[O-].[K+].[K+].C1(C)C=CC=CC=1P(C1C=CC=CC=1C)C1C=CC=CC=1C>O.C([O-])(=O)C.[Pd+2].C([O-])(=O)C.C(#N)C>[CH3:1][C:2]([N:5]1[C:9]([OH:10])=[C:8]([C:11](=[O:24])[C:12]2[CH:17]=[CH:16][C:15]([S:18]([CH3:21])(=[O:20])=[O:19])=[C:14]([C:31]3[CH:32]=[CH:33][C:28]([O:27][CH2:25][CH3:26])=[CH:29][CH:30]=3)[C:13]=2[CH3:23])[CH:7]=[N:6]1)([CH3:4])[CH3:3] |f:2.3.4,7.8.9|. Reported procedure: A mixture of 1.0 g (2.2 mmol) of 1-(1,1-dimethylethyl)-5-hydroxy-4-(3-iodo-2-methyl-4-methylsulfonylbenzoyl)pyrazole, 0.541 g (3.3 mmol) of 4-ethoxyphenylboronic acid, 0.607 g (4.4 mmol) of potassium carbonate, 0.025 g (0.11 mmol) of palladium(II) acetate, 0.100 g (0.33 mmol) of tri-o-tolylphosphine, 25 mL of acetonitrile, and 3 mL of water was heated at reflux with stirring for 15 min. The resulting mixture was cooled and diluted with water. The mixture obtained was extracted with ether and aci... The reactants are [N+](=O)([O-])C1=CC=C(C=C1)S(=O)(=O)Cl (p-nitrobenzenesulfonyl chloride), FC=1C=C(C=CC1CCC)S(=O)(=O)N1CCNCC1 (1-[(3-fluoro-4-propylphenyl)sulfonyl]piperazine). Solvent: C(C)N(CC)CC (triethylamine). Yields the product [N+](=O)([O-])C1=CC=C(C=C1)S(=O)(=O)N1CCN(CC1)S(=O)(=O)C1=CC(=C(C=C1)CCC)F (1-[(p-nitrophenyl)sulfonyl]-4-[(3-fluoro-4-propylphenyl)sulfonyl]piperazine). As a reaction SMILES: [N+:1]([C:4]1[CH:9]=[CH:8][C:7]([S:10](Cl)(=[O:12])=[O:11])=[CH:6][CH:5]=1)([O-:3])=[O:2].[F:14][C:15]1[CH:16]=[C:17]([S:24]([N:27]2[CH2:32][CH2:31][NH:30][CH2:29][CH2:28]2)(=[O:26])=[O:25])[CH:18]=[CH:19][C:20]=1[CH2:21][CH2:22][CH3:23]>C(N(CC)CC)C>[N+:1]([C:4]1[CH:9]=[CH:8][C:7]([S:10]([N:30]2[CH2:29][CH2:28][N:27]([S:24]([C:17]3[CH:18]=[CH:19][C:20]([CH2:21][CH2:22][CH3:23])=[C:15]([F:14])[CH:16]=3)(=[O:25])=[O:26])[CH2:32][CH2:31]2)(=[O:12])=[O:11])=[CH:6][CH:5]=1)([O-:3])=[O:2]. Reported procedure: In the manner given in Example 1A, p-nitrobenzenesulfonyl chloride, 1-[(3-fluoro-4-propylphenyl)sulfonyl]piperazine and triethylamine are stirred at reflux to give 1-[(p-nitrophenyl)sulfonyl]-4-[(3-fluoro-4-propylphenyl)sulfonyl]piperazine. Yields the product C(/C1=CC=CC=C1)=N\CC1CC=CCC1 ((E)-N-benzylidene-1-(cyclohex-3-en-1-yl)methanamine). Reaction SMILES: [CH:1]1(/[CH:7]=[N:8]/[CH2:9][C:10]2[CH:15]=[CH:14][CH:13]=[CH:12][CH:11]=2)[CH2:6][CH2:5][CH:4]=[CH:3][CH2:2]1.CC(C)([O-])C.[K+]>>[CH:7](=[N:8]/[CH2:9][CH:10]1[CH2:15][CH2:14][CH:13]=[CH:12][CH2:11]1)\[C:1]1[CH:6]=[CH:5][CH:4]=[CH:3][CH:2]=1 |f:1.2|. Reactants: ( b ), CC(C)([O-])C.[K+] (potassium tert-butoxide), C1(CC=CCC1)\C=N\CC1=CC=CC=C1 ((E)-N-(cyclohex-3-en-1-ylmethylene)-1-phenylmethanamine), C1(CC=CCC1)\C=N\CC1=CC=CC=C1 ((E)-N-(cyclohex-3-en-1-ylmethylene)-1-phenylmethanamine), CC(C)([O-])C.[K+] (potassium tert-butoxide). Reported procedure: In another aspect, a process is described for preparing a compound, or a salt of a compound, or a solvate thereof, of Formula (III). The process comprises steps of: (a) condensing benzylamine with cyclohex-3-enecarbaldehyde to form (E)-N-(cyclohex-3-en-1-ylmethylene)-1-phenylmethanamine; (b) contacting (E)-N-(cyclohex-3-en-1-ylmethylene)-1-phenylmethanamine with potassium tert-butoxide present in an amount ranging from about 0.05 molar equivalents to about 3.0 molar equivalents of potassium tert... Starting materials: ClC(C#N)(Cl)Cl (Trichloroacetonitrile), C1CCC2=NCCCN2CC1 (DBU), C(C)(=O)N[C@H]1[C@@H](O[C@@H]([C@H]([C@@H]1OC(C)=O)OC(C)=O)COC(C)=O)O[C@H]1[C@H](O)O[C@H]([C@@H]([C@H]1OCC1=CC=CC=C1)OCC1=CC=CC=C1)C ((2-acetamido-3,4,6-tri-O-acetyl-2-deoxy-β-D-glucopyranosyl)-(1→2)-3,4-di-O-benzyl-α-L-rhamnopyranose). Run in C(Cl)Cl (CH2Cl2). Conditions: temperature 0 celsius, time 1 hour. Product: ClC(C(=N)O[C@H]1[C@H](O[C@H]2[C@@H]([C@@H](OC(C)=O)[C@H](OC(C)=O)[C@H](O2)COC(C)=O)NC(C)=O)[C@H](OCC2=CC=CC=C2)[C@@H](OCC2=CC=CC=C2)[C@@H](O1)C)(Cl)Cl ((2-acetamido-3,4,6-tri-O-acetyl-2-deoxy-β-D-glucopyranosyl)-(1→2)-3,4-di-O-benzyl-α-L-rhamnopyranose trichloroacetimidate). Isolated yield 85.6%. As a reaction SMILES: [C:1]([NH:4][C@@H:5]1[C@@H:10]([O:11][C:12](=[O:14])[CH3:13])[C@H:9]([O:15][C:16](=[O:18])[CH3:17])[C@@H:8]([CH2:19][O:20][C:21](=[O:23])[CH3:22])[O:7][C@H:6]1[O:24][C@@H:25]1[C@H:31]([O:32][CH2:33][C:34]2[CH:39]=[CH:38][CH:37]=[CH:36][CH:35]=2)[C@@H:30]([O:40][CH2:41][C:42]2[CH:47]=[CH:46][CH:45]=[CH:44][CH:43]=2)[C@H:29]([CH3:48])[O:28][C@H:26]1[OH:27])(=[O:3])[CH3:2].[Cl:49][C:50]([Cl:54])([Cl:53])[C:51]#[N:52].C1CCN2C(=NCCC2)CC1>C(Cl)Cl>[Cl:49][C:50]([Cl:54])([Cl:53])[C:51]([O:27][C@@H:26]1[O:28][C@@H:29]([CH3:48])[C@H:30]([O:40][CH2:41][C:42]2[CH:47]=[CH:46][CH:45]=[CH:44][CH:43]=2)[C@@H:31]([O:32][CH2:33][C:34]2[CH:39]=[CH:38][CH:37]=[CH:36][CH:35]=2)[C@H:25]1[O:24][C@@H:6]1[O:7][C@H:8]([CH2:19][O:20][C:21](=[O:23])[CH3:22])[C@@H:9]([O:15][C:16](=[O:18])[CH3:17])[C@H:10]([O:11][C:12](=[O:14])[CH3:13])[C@H:5]1[NH:4][C:1](=[O:3])[CH3:2])=[NH:52]. Procedure details: The hemiacetal 320 (541 mg, 0.80 mmol) was dissolved in CH2Cl2 (20 mL), placed under argon and cooled to 0° C. Trichloroacetonitrile (0.810 mL, 8 mmol), then DBU (10 μL, 80 μmol) were added. The mixture was stirred at 0° C. for 1 h. The mixture was concentrated and toluene was co-evaporated from the residue. The residue was eluted from a column of silica gel with 1:1 cyclohexane-EtOAc and 0.2% of Et3N to give 307 (560 mg, 86%) as a colourless foam; [α]D+2° (c 1, CHCl3). 1H NMR: δ 8.56 (s, 1H, NH... The reactants are IN1C(CCC1=O)=O (N-iodosuccinimide), C(=O)(C(F)(F)F)O (TFA), FC=1C=2C(N=C(C1NC1=C(C=CC=C1)F)C(=O)OC)=C(ON2)C (methyl 7-fluoro-6-(2-fluorophenylamino)-3-methylisoxazolo[4,3-b]pyridine-5-carboxylate). The solvent is CN(C)C=O (DMF). Conditions: time 4 hour. Product: FC=1C=2C(N=C(C1NC1=C(C=C(C=C1)I)F)C(=O)OC)=C(ON2)C (Methyl 7-fluoro-6-(2-fluoro-4-iodophenylamino)-3-methylisoxazolo[4,3-b]pyridine-5-carboxylate). RXN SMILES: [F:1][C:2]1[C:3]2[C:4](=[C:20]([CH3:23])[O:21][N:22]=2)[N:5]=[C:6]([C:16]([O:18][CH3:19])=[O:17])[C:7]=1[NH:8][C:9]1[CH:14]=[CH:13][CH:12]=[CH:11][C:10]=1[F:15].[I:24]N1C(=O)CCC1=O.C(O)(C(F)(F)F)=O>CN(C=O)C>[F:1][C:2]1[C:3]2[C:4](=[C:20]([CH3:23])[O:21][N:22]=2)[N:5]=[C:6]([C:16]([O:18][CH3:19])=[O:17])[C:7]=1[NH:8][C:9]1[CH:14]=[CH:13][C:12]([I:24])=[CH:11][C:10]=1[F:15]. Reported procedure: To a suspension of methyl 7-fluoro-6-(2-fluorophenylamino)-3-methylisoxazolo[4,3-b]pyridine-5-carboxylate (1.35 g, 4.25 mmol) in DMF (40 ml) is added N-iodosuccinimide (1.43 g, 6.37 mmol) and TFA (2.5 ml). After stirring at room temperature for 4 h, the reaction is quenched with saturated aqueous NH4Cl solution (100 ml) and extracted with EtOAc (2×100 ml). The combined organic solution is washed with brine (100 ml), dried over MgSO4 and concentrated. Silica gel chromatography yields the title co...